The task is: describe an organic reaction: reactants, conditions, products, and yield. This data is from the Open Reaction Database (ORD), a public repository of structured organic reaction records. The reactants are [Mg+]Cc1ccccc1, C1CCOC1, Cc1c(C)c2c(c(C)c1NC=O)OC(C)(C)C2=O, [Cl-], O. Product: Cc1c(C)c2c(c(C)c1NC=O)OC(C)(C)C2(O)Cc1ccccc1. RXN SMILES: [CH2:20]([c:21]1[cH:22][cH:23][cH:24][cH:25][cH:26]1)[Mg+:27].[CH2:29]1[O:30][CH2:31][CH2:32][CH2:33]1.[CH3:1][C:2]1([CH3:18])[O:3][c:4]2[c:5]([c:8]([CH3:17])[c:9]([CH3:16])[c:10]([NH:13][CH:14]=[O:15])[c:11]2[CH3:12])[C:6]1=[O:7].[Cl-:19].[OH2:28]>>[CH3:1][C:2]1([CH3:18])[O:3][c:4]2[c:5]([c:8]([CH3:17])[c:9]([CH3:16])[c:10]([NH:13][CH:14]=[O:15])[c:11]2[CH3:12])[C:6]1([OH:7])[CH2:20][c:21]1[cH:22][cH:23][cH:24][cH:25][cH:26]1. The reactants are [O-]CC.[Na+] (sodium ethoxide), [H-].[Na+] (sodium hydride), Cl.O[C@@H]1CC[C@H](CC1)N (trans-4-hydroxycyclohexylamine hydrochloride), Cl (hydrochloric acid), NC1=NC=C(C(=N1)N[C@@H]1CC[C@H](CC1)O)OC1=C(C=C(C=C1)Cl)Cl (2-amino-5-(2,4-dichlorophenoxy)-4-(trans-4-hydroxycyclohexylamino)pyrimidine), ClC1=NC(=NC=C1OC1=C(C=C(C=C1)Cl)Cl)N=CN(C(C)C)C(C)C (4-chloro-5-(2,4-dichlorophenoxy)-2-(diisopropylaminomethyleneamino)pyrimidine). Run in hexanes, C(C)(=O)OCC (ethyl acetate), C(C)O (ethanol), C(C)O (ethanol). Conditions: time 66 hour. The product is Cl.NC1=NC=C(C(=N1)N[C@@H]1CC[C@H](CC1)O)OC1=C(C=C(C=C1)Cl)Cl (2-amino-5-(2,4-dichlorophenoxy)-4-(trans-4-hydroxycyclohexylamino)pyrimidine hydrochloride). Isolated yield 42.0%. Reaction SMILES: Cl.O[C@H]1CC[C@H](N)CC1.[O-]CC.[Na+].[H-].[Na+].Cl.[NH2:17][C:18]1[N:23]=[C:22]([NH:24][C@H:25]2[CH2:30][CH2:29][C@H:28]([OH:31])[CH2:27][CH2:26]2)[C:21]([O:32][C:33]2[CH:38]=[CH:37][C:36]([Cl:39])=[CH:35][C:34]=2[Cl:40])=[CH:20][N:19]=1.ClC1C(OC2C=CC(Cl)=CC=2Cl)=CN=C(N=CN(C(C)C)C(C)C)N=1>C(O)C.C(OCC)(=O)C>[ClH:39].[NH2:17][C:18]1[N:23]=[C:22]([NH:24][C@H:25]2[CH2:26][CH2:27][C@H:28]([OH:31])[CH2:29][CH2:30]2)[C:21]([O:32][C:33]2[CH:38]=[CH:37][C:36]([Cl:39])=[CH:35][C:34]=2[Cl:40])=[CH:20][N:19]=1 |f:0.1,2.3,4.5,11.12|. Reported procedure: A solution of oxalyl chloride (Aldrich) (3.91 g, 30.19 mmoles) in dichloromethane (5 mL) was added in several portions to a stirred, ice-bath cooled solution of diisopropylformamide (Aldrich) (4.09 g, 31.02 mmoles) in dichloromethane (100 mL). The ice-bath was removed, and the clear solution was stirred at ambient temperature for 15 minutes. Solid 5-(2,4-dichlorophenoxy)-isocytosine (2,24 g, 8.23 mmoles) was added, and the mixture was refluxed with stirring for 0.5 hour. The resultant solution w... Starting materials: FC=1C=C(C=NC1C(=O)N1CC(C1)F)OC1=CC(=CC2=C1CC(O2)(C)C)C(=O)OC (methyl 4-(5-fluoro-6-(3-fluoroazetidine-1-carbonyl)pyridin-3-yloxy)-2,2-dimethyl-2,3-dihydrobenzofuran-6-carboxylate), CO (MeOH), [OH-].[Na+] (NaOH). RXN SMILES: [F:1][C:2]1[CH:3]=[C:4]([O:15][C:16]2[C:21]3[CH2:22][C:23]([CH3:26])([CH3:25])[O:24][C:20]=3[CH:19]=[C:18]([C:27]([O:29]C)=[O:28])[CH:17]=2)[CH:5]=[N:6][C:7]=1[C:8]([N:10]1[CH2:13][CH:12]([F:14])[CH2:11]1)=[O:9].CO.[OH-].[Na+]>C1COCC1>[F:1][C:2]1[CH:3]=[C:4]([O:15][C:16]2[C:21]3[CH2:22][C:23]([CH3:26])([CH3:25])[O:24][C:20]=3[CH:19]=[C:18]([C:27]([OH:29])=[O:28])[CH:17]=2)[CH:5]=[N:6][C:7]=1[C:8]([N:10]1[CH2:11][CH:12]([F:14])[CH2:13]1)=[O:9] |f:2.3|. Procedure details: To a solution of methyl 4-(5-fluoro-6-(3-fluoroazetidine-1-carbonyl)pyridin-3-yloxy)-2,2-dimethyl-2,3-dihydrobenzofuran-6-carboxylate (1.520 g, 3.633 mmol), in 10 mL THF and 10 mL MeOH was added 4.25 mL of 1N aqueous NaOH. The resulting solution was stirred at room temperature for 2 hr. The solvent was removed in vacuo. Water was added, and the mixture was washed with EtOAc. The aqueous layer was acidified with 1N HCl until pH˜1, and extracted with 3×EtOAc. The combined organic layer was dried o... Conditions: time 2 hour. The solvent is C1CCOC1 (THF). Isolated yield 89.9%. The product is FC=1C=C(C=NC1C(=O)N1CC(C1)F)OC1=CC(=CC2=C1CC(O2)(C)C)C(=O)O (4-(5-fluoro-6-(3-fluoroazetidine-1-carbonyl)pyridin-3-yloxy)-2,2-dimethyl-2,3-dihydrobenzofuran-6-carboxylic acid). Starting materials: CC(C)(C)OC(=O)N1CCC(C(=O)O)CC1, CNOC, CCN=C=NCCCN(C)C, CN(C)c1ccncc1, CCN(C(C)C)C(C)C, ClCCl, Cl, Cl. Product: CON(C)C(=O)C1CCN(C(=O)OC(C)(C)C)CC1. As a reaction SMILES: [C:1]([CH3:2])([CH3:3])([CH3:4])[O:5][C:6](=[O:7])[N:8]1[CH2:9][CH2:10][CH:11]([C:14](=[O:15])[OH:16])[CH2:12][CH2:13]1.[CH3:18][NH:19][O:20][CH3:21].[CH3:23][N:24]([CH3:25])[CH2:26][CH2:27][CH2:28][N:29]=[C:30]=[N:31][CH2:32][CH3:33].[CH3:43][N:44]([CH3:45])[c:46]1[cH:47][cH:48][n:49][cH:50][cH:51]1.[CH:34]([N:35]([CH2:36][CH3:37])[CH:38]([CH3:39])[CH3:40])([CH3:41])[CH3:42].[Cl:52][CH2:53][Cl:54].[ClH:17].[ClH:22]>>[C:1]([CH3:2])([CH3:3])([CH3:4])[O:5][C:6](=[O:7])[N:8]1[CH2:9][CH2:10][CH:11]([C:14](=[O:16])[N:19]([CH3:18])[O:20][CH3:21])[CH2:12][CH2:13]1. The reactants are C(C)(C)(C)OC([C@H]1N(CCC1)C(N(NC(CCC1=CC=CC=C1)C(=O)OCC)C)=O)=O (N-(1-carboethoxy-3-phenylpropyl)-α-azaalanyl-(L)-proline t-butyl ester). The solvent is FC(C(=O)O)(F)F (trifluoroacetic acid). Run at time 3 hour. Yields the product C(=O)(O)C(CCC1=CC=CC=C1)NN(C)C(=O)N1[C@H](C(=O)O)CCC1 (N-(1-Carboxy-3-phenylpropyl)-α-azaalanyl-(L)-proline). RXN SMILES: C([O:5][C:6](=[O:31])[C@@H:7]1[CH2:11][CH2:10][CH2:9][N:8]1[C:12](=[O:30])[N:13]([CH3:29])[NH:14][CH:15]([C:24]([O:26]CC)=[O:25])[CH2:16][CH2:17][C:18]1[CH:23]=[CH:22][CH:21]=[CH:20][CH:19]=1)(C)(C)C>FC(F)(F)C(O)=O>[C:24]([CH:15]([NH:14][N:13]([C:12]([N:8]1[CH2:9][CH2:10][CH2:11][C@H:7]1[C:6]([OH:31])=[O:5])=[O:30])[CH3:29])[CH2:16][CH2:17][C:18]1[CH:19]=[CH:20][CH:21]=[CH:22][CH:23]=1)([OH:26])=[O:25]. Procedure: A soluion of azapeptide 16S (more mobile diastereomer; (0.335 g; 0.774 mmol) in trifluoroacetic acid (5 ml) was allowed to stand for 3 hours. The reside after evaporation wa combined with sodium hydroxide (1 N; 3 ml) and THF (0.5 ml) and the resulting solution was stirred under nitrogen for 18 hrs. After neutralization with dilute hydrochloric acid, the solution was placed onto a column of DOWEX 50W-X4 ion-exchange resin (5 g). The product wa eluted with 20:1 H2O-pyr and freeze-dried to a white ... Reactants: BrC=1C=C(C(=NC1)OC)OC (5-bromo-2,3-dimethoxypyridine), C1(=CC=CC=C1)CS (phenylmethanethiol), C(C)N(C(C)C)C(C)C (N-ethyl-N-isopropylpropan-2-amine). Reagents/catalysts: C=1C=CC(=CC1)/C=C/C(=O)/C=C/C2=CC=CC=C2.C=1C=CC(=CC1)/C=C/C(=O)/C=C/C2=CC=CC=C2.C=1C=CC(=CC1)/C=C/C(=O)/C=C/C2=CC=CC=C2.[Pd].[Pd] (Pd2(dba)3), C1(=CC=CC=C1)P(C1=CC=CC=2C(C3=CC=CC(=C3OC12)P(C1=CC=CC=C1)C1=CC=CC=C1)(C)C)C1=CC=CC=C1 (4,5-bis(diphenylphosphino)-9,9-dimethylxanthene). The solvent is C1(=CC=CC=C1)C (toluene). Conditions: temperature 120 celsius. The product is C(C1=CC=CC=C1)SC=1C=C(C(=NC1)OC)OC (5-(benzylsulfanyl)-2,3-dimethoxypyridine). Isolated yield 105.7%. As a reaction SMILES: Br[C:2]1[CH:3]=[C:4]([O:10][CH3:11])[C:5]([O:8][CH3:9])=[N:6][CH:7]=1.[C:12]1([CH2:18][SH:19])[CH:17]=[CH:16][CH:15]=[CH:14][CH:13]=1.C(N(C(C)C)C(C)C)C>C1(C)C=CC=CC=1.C1C=CC(/C=C/C(/C=C/C2C=CC=CC=2)=O)=CC=1.C1C=CC(/C=C/C(/C=C/C2C=CC=CC=2)=O)=CC=1.C1C=CC(/C=C/C(/C=C/C2C=CC=CC=2)=O)=CC=1.[Pd].[Pd].C1(P(C2C=CC=CC=2)C2C3OC4C(=CC=CC=4P(C4C=CC=CC=4)C4C=CC=CC=4)C(C)(C)C=3C=CC=2)C=CC=CC=1>[CH2:18]([S:19][C:2]1[CH:3]=[C:4]([O:10][CH3:11])[C:5]([O:8][CH3:9])=[N:6][CH:7]=1)[C:12]1[CH:17]=[CH:16][CH:15]=[CH:14][CH:13]=1 |f:4.5.6.7.8|. Procedure: To a solution of 5-bromo-2,3-dimethoxypyridine (1.2 g, 5.50 mmol) in toluene (18 ml) was added phenylmethanethiol (0.71 ml, 6.05 mmol), N-ethyl-N-isopropylpropan-2-amine (2.00 ml, 12.1 mmol), Pd2(dba)3 (0.20 g, 0.22 mmol) and 4,5-bis(diphenylphosphino)-9,9-dimethylxanthene (Xantphos) (0.26 g, 0.44 mmol) at room temperature under an atmosphere of nitrogen. The reaction mixture was irradiated in the microwave with heating to 120° C. for 1 hour before being filtered through a pad of celite and wash... The product is BrC1=CC(=C(C=C1)NC(=O)C1(CC1)C(=O)O)C (1-(4-bromo-2-methylphenylaminocarbonyl)cyclopropanecarboxylic acid). Procedure details: Into a 250 milliliter Erlenmeyer flask equipped with a magnetic stirrer and condenser was added 15.0 grams (0.05 mol) of ethyl 3-[(4-bromo-2-methylphenyl)amino]-3-oxopropanoate, 150 milliliters of dimethylformamide and 14.0 grams (0.10 mol) of 1-bromo-2-chloroethane. The resulting mixture was stirred at ambient temperature and potassium carbonate (4.0 grams, 0.03 mol) was added at a rate of 1 gram every 30 minutes. After liquid chromatographic analysis showed the ethyl 3-[(4-bromo-2-methylphenyl... Run in O (water), CN(C=O)C (dimethylformamide). Reaction SMILES: BrC1C=CC(NC(=O)CC(OCC)=O)=C(C)C=1.BrCCCl.C(=O)([O-])[O-].[K+].[K+].[OH-].[K+].[Br:30][C:31]1[CH:36]=[CH:35][C:34]([NH:37][C:38]([C:40]2([C:43]([O:45]CC)=[O:44])[CH2:42][CH2:41]2)=[O:39])=[C:33]([CH3:48])[CH:32]=1.Cl>O.CN(C)C=O>[Br:30][C:31]1[CH:36]=[CH:35][C:34]([NH:37][C:38]([C:40]2([C:43]([OH:45])=[O:44])[CH2:41][CH2:42]2)=[O:39])=[C:33]([CH3:48])[CH:32]=1 |f:2.3.4,5.6|. The yield is 91.5%. The reactants are [OH-].[K+] (potassium hydroxide), BrC1=CC(=C(C=C1)NC(=O)C1(CC1)C(=O)OCC)C (ethyl 1-(4-bromo-2-methylphenylaminocarbonyl)cyclopropanecarboxylate), BrC1=CC(=C(C=C1)NC(CC(=O)OCC)=O)C (ethyl 3-[(4-bromo-2-methylphenyl)amino]-3-oxopropanoate), Cl (HCl), C([O-])([O-])=O.[K+].[K+] (potassium carbonate), BrC1=CC(=C(C=C1)NC(CC(=O)OCC)=O)C (ethyl 3-[(4-bromo-2-methylphenyl)amino]-3-oxopropanoate), BrCCCl (1-bromo-2-chloroethane). The reactants are C1CCOC1, COC(=O)c1nn(C)c2ccccc12, [Na+], [OH-]. Yields the product Cn1nc(C(=O)O)c2ccccc21. RXN SMILES: [CH2:17]1[O:18][CH2:19][CH2:20][CH2:21]1.[CH3:1][n:2]1[n:3][c:4]([C:11](=[O:12])[O:13][CH3:14])[c:5]2[cH:6][cH:7][cH:8][cH:9][c:10]12.[Na+:16].[OH-:15]>>[CH3:1][n:2]1[n:3][c:4]([C:11](=[O:12])[OH:13])[c:5]2[cH:6][cH:7][cH:8][cH:9][c:10]12.